This data is from the Open Reaction Database (ORD), a public repository of structured organic reaction records. The task is: describe an organic reaction: reactants, conditions, products, and yield Reactants: ClC(Cl)Cl, C=COC(=O)Cl, N#N, OCCO, c1ccncc1. Yields the product C=COC(=O)OCCO. As a reaction SMILES: [CH:19]([Cl:20])([Cl:21])[Cl:22].[Cl:13][C:14](=[O:15])[O:16][CH:17]=[CH2:18].[N:1]#[N:2].[OH:3][CH2:4][CH2:5][OH:6].[cH:7]1[cH:8][cH:9][n:10][cH:11][cH:12]1>>[O:3]([CH2:4][CH2:5][OH:6])[C:14](=[O:15])[O:16][CH:17]=[CH2:18]. Reactants: NC=1C=NC=CC1N1C[C@H](C[C@H](C1)O[Si](C)(C)C(C)(C)C)NC(OC(C)(C)C)=O (tert-butyl (3S,5R)-1-(3-aminopyridin-4-yl)-5-(tert-butyldimethylsilyloxy)piperidin-3-ylcarbamate), BrC1=C(C=CC(=N1)C(=O)O)F (6-bromo-5-fluoropicolinic acid). Yields the product BrC1=C(C=CC(=N1)C(=O)NC=1C=NC=CC1N1C[C@H](C[C@H](C1)O[Si](C)(C)C(C)(C)C)NC(OC(C)(C)C)=O)F (tert-butyl (3S,5R)-1-(3-(6-bromo-5-fluoropicolinamido)pyridin-4-yl)-5-(tert-butyldimethylsilyloxy)piperidin-3-ylcarbamate). Reaction SMILES: [NH2:1][C:2]1[CH:3]=[N:4][CH:5]=[CH:6][C:7]=1[N:8]1[CH2:13][C@H:12]([O:14][Si:15]([C:18]([CH3:21])([CH3:20])[CH3:19])([CH3:17])[CH3:16])[CH2:11][C@H:10]([NH:22][C:23](=[O:29])[O:24][C:25]([CH3:28])([CH3:27])[CH3:26])[CH2:9]1.[Br:30][C:31]1[N:36]=[C:35]([C:37](O)=[O:38])[CH:34]=[CH:33][C:32]=1[F:40]>>[Br:30][C:31]1[N:36]=[C:35]([C:37]([NH:1][C:2]2[CH:3]=[N:4][CH:5]=[CH:6][C:7]=2[N:8]2[CH2:13][C@H:12]([O:14][Si:15]([C:18]([CH3:21])([CH3:20])[CH3:19])([CH3:17])[CH3:16])[CH2:11][C@H:10]([NH:22][C:23](=[O:29])[O:24][C:25]([CH3:28])([CH3:27])[CH3:26])[CH2:9]2)=[O:38])[CH:34]=[CH:33][C:32]=1[F:40]. Procedure: Following Method 11 of Example 305, tert-butyl (3S,5R)-1-(3-aminopyridin-4-yl)-5-(tert-butyldimethylsilyloxy)piperidin-3-ylcarbamate and 6-bromo-5-fluoropicolinic acid were coupled to yield tert-butyl (3S,5R)-1-(3-(6-bromo-5-fluoropicolinamido)pyridin-4-yl)-5-(tert-butyldimethylsilyloxy)piperidin-3-ylcarbamate. LCMS (m/z): 624.1/626.1 (MH+). Reactants: CCOC(=O)CBr, CCOC(C)=O, CC1(C)CC(O)c2cc(-c3ccc(Cl)cc3)c(-c3ccc(Cl)cc3Cl)nc2O1, [H-], [Na+], CN(C)C=O. Product: CCOC(=O)COC1CC(C)(C)Oc2nc(-c3ccc(Cl)cc3Cl)c(-c3ccc(Cl)cc3)cc21. RXN SMILES: [Br:31][CH2:32][C:33](=[O:34])[O:35][CH2:36][CH3:37].[CH3:43][CH2:44][O:45][C:46]([CH3:47])=[O:48].[Cl:1][c:2]1[cH:3][cH:4][c:5](-[c:8]2[cH:9][c:10]3[c:11]([n:12][c:13]2-[c:14]2[c:15]([Cl:21])[cH:16][c:17]([Cl:20])[cH:18][cH:19]2)[O:22][C:23]([CH3:27])([CH3:28])[CH2:24][CH:25]3[OH:26])[cH:6][cH:7]1.[H-:30].[Na+:29].[O:38]=[CH:39][N:40]([CH3:41])[CH3:42]>>[Cl:1][c:2]1[cH:3][cH:4][c:5](-[c:8]2[cH:9][c:10]3[c:11]([n:12][c:13]2-[c:14]2[c:15]([Cl:21])[cH:16][c:17]([Cl:20])[cH:18][cH:19]2)[O:22][C:23]([CH3:27])([CH3:28])[CH2:24][CH:25]3[O:26][CH2:32][C:33](=[O:34])[O:35][CH2:36][CH3:37])[cH:6][cH:7]1. The reactants are CC1=CC=C(C=C1)C1=CC=C(C=C1)O (4′-methyl-biphenyl-4-ol), CC1=CC=C(C=C1)C1=CC=C(C=C1)O (4′-methyl-biphenyl-4-ol), COC(=O)C=1OC(=CC1)CCl (5-chloromethylfuran-2-carboxylic acid methyl ester). The product is CC1=CC=C(C=C1)C1=CC=C(C=C1)OCC1=CC=C(O1)C(=O)O (5-(4′-Methyl-biphenyl-4-yloxymethyl)-furan-2-carboxylic acid). RXN SMILES: [CH3:1][C:2]1[CH:7]=[CH:6][C:5]([C:8]2[CH:13]=[CH:12][C:11]([OH:14])=[CH:10][CH:9]=2)=[CH:4][CH:3]=1.C[O:16][C:17]([C:19]1[O:20][C:21]([CH2:24]Cl)=[CH:22][CH:23]=1)=[O:18]>>[CH3:1][C:2]1[CH:3]=[CH:4][C:5]([C:8]2[CH:13]=[CH:12][C:11]([O:14][CH2:24][C:21]3[O:20][C:19]([C:17]([OH:18])=[O:16])=[CH:23][CH:22]=3)=[CH:10][CH:9]=2)=[CH:6][CH:7]=1. Procedure: 5-(4′-Methyl-biphenyl-4-yloxymethyl)-furan-2-carboxylic acid was prepared using general procedure A from 4′-methyl-biphenyl-4-ol (purchased from Maybridge plc, Tintagel, Cornwall, UK or from Intermediate 5) and 5-chloromethylfuran-2-carboxylic acid methyl ester (available from Aldrich, Milwaukee, Wis., or from Maybridge plc, Tintagel, UK). Yield: 47 mg. Mass spectrum (ES) MH+=309.